Dataset: the Open Reaction Database (ORD), a public repository of structured organic reaction records. Task: describe an organic reaction: reactants, conditions, products, and yield Starting materials: CC(=O)O, CC(=O)OC(C)=O, O=[N+]([O-])c1cccc2c(Cl)cccc12, [Fe]. Product: CC(=O)Nc1cccc2c(Cl)cccc12. As a reaction SMILES: [C:22]([OH:23])(=[O:24])[CH3:25].[CH3:15][C:16](=[O:17])[O:18][C:19]([CH3:20])=[O:21].[Cl:1][c:2]1[cH:3][cH:4][cH:5][c:6]2[c:7]([N+:12]([O-:13])=[O:14])[cH:8][cH:9][cH:10][c:11]12.[Fe:26]>>[Cl:1][c:2]1[cH:3][cH:4][cH:5][c:6]2[c:7]([NH:12][C:16]([CH3:15])=[O:17])[cH:8][cH:9][cH:10][c:11]12. Reactants: Brc1ccc(Br)nc1, CCCC[Mg+], [Li]CCCC, CN(C)C=O, CCCCCC, CC(=O)O, Cc1ccccc1, [Cl-], C1CCOC1. Product: O=Cc1ccc(Br)nc1. Reaction SMILES: [Br:12][c:13]1[n:14][cH:15][c:16]([Br:19])[cH:17][cH:18]1.[CH2:2]([Mg+:3])[CH2:4][CH2:5][CH3:6].[CH2:7]([Li:8])[CH2:9][CH2:10][CH3:11].[CH3:20][N:21]([CH:22]=[O:23])[CH3:24].[CH3:30][CH2:31][CH2:32][CH2:33][CH2:34][CH3:35].[CH3:36][C:37](=[O:38])[OH:39].[CH3:40][c:41]1[cH:42][cH:43][cH:44][cH:45][cH:46]1.[Cl-:1].[O:25]1[CH2:26][CH2:27][CH2:28][CH2:29]1>>[Br:12][c:13]1[n:14][cH:15][c:16]([CH:22]=[O:23])[cH:17][cH:18]1.